This data is from the Open Reaction Database (ORD), a public repository of structured organic reaction records. The task is: describe an organic reaction: reactants, conditions, products, and yield Reactants: NC(=C(C#N)C#N)SC (3-amino-2-cyano-3-(methylthio)propenenitrile), CNC (dimethylamine), ice water. Solvent: CN(C=O)C (dimethylformamide). Reaction conditions: time 3.5 hour. The product is NC(=C(C#N)C#N)N(C)C (3-amino-2-cyano-3-(dimethylamino)propenenitrile). Yield: 93.1%. As a reaction SMILES: [NH2:1][C:2](SC)=[C:3]([C:6]#[N:7])[C:4]#[N:5].[CH3:10][NH:11][CH3:12]>CN(C)C=O>[NH2:1][C:2]([N:11]([CH3:12])[CH3:10])=[C:3]([C:6]#[N:7])[C:4]#[N:5]. Reported procedure: Into a pressure bottle were placed 5.6 g of 3-amino-2-cyano-3-(methylthio)propenenitrile and 3 ml of dimethylformamide, and the mixture was cooled to 0°. A volume of 5.4 ml (3.6 g) of dimethylamine was condensed in a dry-ice trap and added to the pressure bottle. The bottle was sealed and the reaction mixture was heated, with stirring, at 100° for 3-4 hours (in subsequent runs, the heating time was reduced to 80 minutes without reducing the yield). After this time, the mixture was allowed to coo... Starting materials: Cc1nc(N)ccc1COCC1CC1, O=S(=O)(Cl)c1cc(F)ccc1F. Yields the product Cc1nc(NS(=O)(=O)c2cc(F)ccc2F)ccc1COCC1CC1. Reaction SMILES: [CH:1]1([CH2:4][O:5][CH2:6][c:7]2[cH:8][cH:9][c:10]([NH2:14])[n:11][c:12]2[CH3:13])[CH2:2][CH2:3]1.[F:15][c:16]1[c:17]([S:23](=[O:24])(=[O:25])[Cl:26])[cH:18][c:19]([F:22])[cH:20][cH:21]1>>[CH:1]1([CH2:4][O:5][CH2:6][c:7]2[cH:8][cH:9][c:10]([NH:14][S:23]([c:17]3[c:16]([F:15])[cH:21][cH:20][c:19]([F:22])[cH:18]3)(=[O:24])=[O:25])[n:11][c:12]2[CH3:13])[CH2:2][CH2:3]1. Reactants: NC1=NNC(=N1)SCC1=CC=CC=C1 (3-amino-5-benzylthio-1,2,4-triazole), FC(C(CC(C)=O)=O)(F)F (1,1,1-trifluoro-2,4-pentanedione). Yields the product C(C1=CC=CC=C1)SC1=NN2C(N=C(C=C2C(F)(F)F)C)=N1 (2-benzylthio-5-methyl-7-trifluoromethyl-1,2,4-triazolo[1,5-a]pyrimidine). Isolated yield 84.0%. Reaction SMILES: [NH2:1][C:2]1[N:6]=[C:5]([S:7][CH2:8][C:9]2[CH:14]=[CH:13][CH:12]=[CH:11][CH:10]=2)[NH:4][N:3]=1.[F:15][C:16]([F:24])([F:23])[C:17](=O)[CH2:18][C:19](=O)[CH3:20]>>[CH2:8]([S:7][C:5]1[N:6]=[C:2]2[N:1]=[C:19]([CH3:20])[CH:18]=[C:17]([C:16]([F:24])([F:23])[F:15])[N:3]2[N:4]=1)[C:9]1[CH:10]=[CH:11][CH:12]=[CH:13][CH:14]=1. Procedure: This material was prepared in 84% yield from 3-amino-5-benzylthio-1,2,4-triazole and 1,1,1-trifluoro-2,4-pentanedione following the general procedure described in Example 34. The product was purified by recrystallization from benzene-hexane to yield a tan solid, m.p. 83.5°-84.5° C. IR, 1H NMR and 19F NMR spectra were in agreement with the assigned structure. Product: C1(=CC=CC=C1)CCCCOCCCCCCN1COC(C1)C1=CC(=C(C=C1)O)CO ((SR)-3-[6-(4-phenylbutoxy)hexyl]-5-(4-hydroxy-3-hydroxymethylphenyl)oxazolidine). As a reaction SMILES: [CH2:1]=[O:2].[C:3]1([CH2:9][CH2:10][CH2:11][CH2:12][O:13][CH2:14][CH2:15][CH2:16][CH2:17][CH2:18][CH2:19][NH:20][CH2:21][C:22]2[C:27]([CH2:28][OH:29])=[C:26]([OH:30])[CH:25]=[CH:24][C:23]=2[CH2:31]O)[CH:8]=[CH:7][CH:6]=[CH:5][CH:4]=1>C(Cl)Cl>[C:3]1([CH2:9][CH2:10][CH2:11][CH2:12][O:13][CH2:14][CH2:15][CH2:16][CH2:17][CH2:18][CH2:19][N:20]2[CH2:21][CH:22]([C:23]3[CH:24]=[CH:25][C:26]([OH:30])=[C:27]([CH2:28][OH:29])[CH:31]=3)[O:2][CH2:1]2)[CH:4]=[CH:5][CH:6]=[CH:7][CH:8]=1. The reactants are C=O (formaldehyde), C1(=CC=CC=C1)CCCCOCCCCCCNCC1=C(C=CC(=C1CO)O)CO ([[[6-(4-phenylbutoxy)hexyl]amino]methyl]-4-hydroxy-1,3-dihydroxymethylbenzene). Procedure details: With stirring, 0.18 ml 36.5% aqueous formaldehyde are added at room temperature to a suspension of 0.589 g of (RS)-α1 -[[[6-(4-phenylbutoxy)hexyl]amino]methyl]-4-hydroxy-1,3-dihydroxymethylbenzene (racemic mixture of R- and S-enantiomers) in 14 ml of methylene chloride. The mixture is stirred for 1 hour, diluted with methylene chloride and stirred for 14 hours at room temperature. The solution is washed with water (2×10 ml), dried over magnesium sulfate and concentrated by evaporation at 20 mbar... Solvent: C(Cl)Cl (methylene chloride), C(Cl)Cl (methylene chloride). Reactants: C1(CCCCC1)N(C(=O)NC=1SC(=CN1)C=O)[C@@H]1CC[C@H](CC1)C (1-cyclohexyl-3-(5-formyl-thiazol-2-yl)-1-(trans-4-methyl-cyclohexyl)-urea), [BH4-].[Na+] (sodium borohydride), O (water). Solvent: CO (MeOH). Run at time 10 minute. Yields the product C1(CCCCC1)N(C(=O)NC=1SC(=CN1)CO)[C@@H]1CC[C@H](CC1)C (trans-1-cyclohexyl-3-(5-hydroxymethyl-thiazol-2-yl)-1-(4-methyl-cyclohexyl)-urea). As a reaction SMILES: [CH:1]1([N:7]([C@H:18]2[CH2:23][CH2:22][C@H:21]([CH3:24])[CH2:20][CH2:19]2)[C:8]([NH:10][C:11]2[S:12][C:13]([CH:16]=[O:17])=[CH:14][N:15]=2)=[O:9])[CH2:6][CH2:5][CH2:4][CH2:3][CH2:2]1.[BH4-].[Na+].O>CO>[CH:1]1([N:7]([C@H:18]2[CH2:19][CH2:20][C@H:21]([CH3:24])[CH2:22][CH2:23]2)[C:8]([NH:10][C:11]2[S:12][C:13]([CH2:16][OH:17])=[CH:14][N:15]=2)=[O:9])[CH2:6][CH2:5][CH2:4][CH2:3][CH2:2]1 |f:1.2|. Procedure: To a solution of 1-cyclohexyl-3-(5-formyl-thiazol-2-yl)-1-(trans-4-methyl-cyclohexyl)-urea (175 mg, 0.5 mmol) in MeOH (5 mL) was added sodium borohydride (38 mg, 1 mmol). The mixture was stirred at rt for 10 min and the solution was poured into water (25 mL). The aqueous layer was extracted with ethyl acetate (2×20 mL). The organic layer was washed with water (2×20 mL), brine (1×20 mL), dried (anhydrous Na2SO4) and concentrated to get trans-1-cyclohexyl-3-(5-hydroxymethyl-thiazol-2-yl)-1-(4-meth...